Dataset: the Open Reaction Database (ORD), a public repository of structured organic reaction records. Task: describe an organic reaction: reactants, conditions, products, and yield The reactants are CCOCC (Ether), [H-].[Na+] (Sodium hydride), C1(CCCC1)CO (cyclopentanemethanol), CC1=C(C=CC=C1)S(=O)(=O)OC[C@@H]1OC(OC1)(C)C ((R)-2,2-dimethyl-1,3-dioxolane-4-methanol 4-methylbenzenesulphonate). The solvent is [Cl-].[Na+].O (brine), CN(C=O)C (dimethylformamide). Reaction conditions: time 18 hour. The product is C1(CCCC1)COC[C@@H]1OC(OC1)(C)C ((S)-4-((Cyclopentylmethoxy)methyl)-2,2-dimethyl-1,3-dioxolane). RXN SMILES: [H-].[Na+].[CH:3]1([CH2:8][OH:9])[CH2:7][CH2:6][CH2:5][CH2:4]1.CC1C=CC=CC=1S(O[CH2:21][C@H:22]1[CH2:26][O:25][C:24]([CH3:28])([CH3:27])[O:23]1)(=O)=O.CCOCC>CN(C)C=O.[Cl-].[Na+].O>[CH:3]1([CH2:8][O:9][CH2:21][C@H:22]2[CH2:26][O:25][C:24]([CH3:28])([CH3:27])[O:23]2)[CH2:7][CH2:6][CH2:5][CH2:4]1 |f:0.1,6.7.8|. Reported procedure: Sodium hydride (0.63 g, 26.3 mmol) and cyclopentanemethanol (2.8 ml, 25.9 mmol) in dimethylformamide were heated at 50° for 30 min. The reaction mixture was cooled to 20° and (R)-2,2-dimethyl-1,3-dioxolane-4-methanol 4-methylbenzenesulphonate (5.0 g, 17.5 mmol) added. The reaction mixture was heated at 50° for 30 min and left at 20° for 18 h. Ether and brine were added, the organic layer dried (Na2SO4) and the solvent evaporated to give the sub-title ether (3.0 g). The reactants are COCCOC, Ic1cnn(CCN2CCCCC2)c1, [K+], [K+], [K+], O=P([O-])([O-])[O-], OB(O)c1ccc2[nH]ccc2c1. Product: c1cc2cc(-c3cnn(CCN4CCCCC4)c3)ccc2[nH]1. Reaction SMILES: [CH2:35]([CH2:36][O:37][CH3:38])[O:39][CH3:40].[I:1][c:2]1[cH:3][n:4][n:5]([CH2:7][CH2:8][N:9]2[CH2:10][CH2:11][CH2:12][CH2:13][CH2:14]2)[cH:6]1.[K+:32].[K+:33].[K+:34].[P:27]([O-:28])([O-:29])([O-:30])=[O:31].[nH:15]1[cH:16][cH:17][c:18]2[cH:19][c:20]([B:24]([OH:25])[OH:26])[cH:21][cH:22][c:23]12>>[c:2]1(-[c:20]2[cH:19][c:18]3[cH:17][cH:16][nH:15][c:23]3[cH:22][cH:21]2)[cH:3][n:4][n:5]([CH2:7][CH2:8][N:9]2[CH2:10][CH2:11][CH2:12][CH2:13][CH2:14]2)[cH:6]1. Procedure: A solution of 1-t-butoxycarbonyl-4-(prop-2-enyl)piperidine (330 mg, 1.46 mmol, from EXAMPLE 33, Step B) in 0.5 mL dry THF was cooled to 0° C. and a solution of 9-BBN (3.2 mL, 0.5 M in THF, 1.61 mmol) was added. The mixture was warmed to rt and stirred for 5 h. Potassium carbonate (405 mg, 2.93 mmol), 1,2-bis(diphenylphosphino) ferrocenyl palladium dichloride (60 mg, 0.073 mmol) and 3-bromobenzofurazan (292 mg, 1.46 mmol, from EXAMPLE 33, Step C) were added followed by 5 mL of dry DMF. The result... Reaction conditions: time 5 hour. The solvent is C1CCOC1 (THF), CN(C)C=O (DMF), CCOC(=O)C (EtOAc). Yields the product 1-t-butoxycarbonyl, N1C2=C(N(O1)CCCC1CCNCC1)C=CC=C2 (4-(3-(Benzofurazan-3-yl)propyl)piperidine). As a reaction SMILES: C(OC([N:8]1[CH2:13][CH2:12][CH:11]([CH2:14][CH:15]=[CH2:16])[CH2:10][CH2:9]1)=O)(C)(C)C.B1C2CCCC1CCC2.C(=O)([O-])[O-].[K+].[K+].Br[N:33]1[C:37]2[CH:38]=[CH:39][CH:40]=[CH:41][C:36]=2[NH:35][O:34]1>C1COCC1.CCOC(C)=O.CN(C=O)C>[NH:33]1[O:34][N:35]([CH2:16][CH2:15][CH2:14][CH:11]2[CH2:10][CH2:9][NH:8][CH2:13][CH2:12]2)[C:36]2[CH:41]=[CH:40][CH:39]=[CH:38][C:37]1=2 |f:2.3.4|. The reactants are C([O-])([O-])=O.[K+].[K+] (Potassium carbonate), 1,2-bis(diphenylphosphino) ferrocenyl palladium dichloride, BrN1ONC2=C1C=CC=C2 (3-Bromobenzofurazan), C(C)(C)(C)OC(=O)N1CCC(CC1)CC=C (1-t-butoxycarbonyl-4-(prop-2-enyl)piperidine), B1C2CCCC1CCC2 (9-BBN). The reactants are COC(COC1=C(C=C(C(=C1)OC)SCCC1=CN(C2=CC=CC=C12)CC1=CC=C(C=C1)C(F)(F)F)C)=O ((5-Methoxy-2-methyl-4-{2-[1-(4-trifluoromethyl-benzyl)-1H-indol-3-yl]-ethylsulfanyl}-phenoxy)-acetic acid methyl ester), COC(COC1=C(C=C(C(=C1)OC)SCCC1=CN(C2=CC=CC=C12)CC1=CC=C(C=C1)C(F)(F)F)C)=O ((5-Methoxy-2-methyl-4-{2-[1-(4-trifluoromethyl-benzyl)-1H-indol-3-yl]-ethylsulfanyl}-phenoxy)-acetic acid methyl ester), COC(COC1=C(C=C(C(=C1)OC)SCCC1=CNC2=CC=CC=C12)C)=O ({4-[2-(1H-Indol-3-yl)-ethylsulfanyl]-5-methoxy-2-methyl-phenoxy}-acetic acid methyl ester), [H-].[Na+] (NaH), FC(C1=CC=C(CBr)C=C1)(F)F (4-trifluoromethylbenzyl bromide), Cl (HCl). Run in CN(C)C=O (DMF). Reaction conditions: time 0.5 hour. Yields the product COC=1C(=CC(=C(OCC(=O)O)C1)C)SCCC1=CN(C2=CC=CC=C12)CC1=CC=C(C=C1)C(F)(F)F ((5-Methoxy-2-methyl-4-{2-[1-(4-trifluoromethyl-benzyl)-1H-indol-3-yl]-ethylsulfanyl}-phenoxy)-acetic acid). RXN SMILES: C[O:2][C:3](=[O:38])[CH2:4][O:5][C:6]1[CH:11]=[C:10]([O:12][CH3:13])[C:9]([S:14][CH2:15][CH2:16][C:17]2[C:25]3[C:20](=[CH:21][CH:22]=[CH:23][CH:24]=3)[N:19]([CH2:26][C:27]3[CH:32]=[CH:31][C:30]([C:33]([F:36])([F:35])[F:34])=[CH:29][CH:28]=3)[CH:18]=2)=[CH:8][C:7]=1[CH3:37].COC(=O)COC1C=C(OC)C(SCCC2C3C(=CC=CC=3)NC=2)=CC=1C.[H-].[Na+].FC(F)(F)C1C=CC(CBr)=CC=1.Cl>CN(C=O)C>[CH3:13][O:12][C:10]1[C:9]([S:14][CH2:15][CH2:16][C:17]2[C:25]3[C:20](=[CH:21][CH:22]=[CH:23][CH:24]=3)[N:19]([CH2:26][C:27]3[CH:32]=[CH:31][C:30]([C:33]([F:36])([F:34])[F:35])=[CH:29][CH:28]=3)[CH:18]=2)=[CH:8][C:7]([CH3:37])=[C:6]([CH:11]=1)[O:5][CH2:4][C:3]([OH:38])=[O:2] |f:2.3|. Reported procedure: Preparation of {4-[2-(1H-Indol-3-yl)-ethylsulfanyl]-5-methoxy-2-methyl-phenoxy}-acetic acid methyl ester (compound 54A) The compound 1D (1.622 g, 6.7 mmol) and 3-(2-bromo-ethyl)-1H-indole (1.50 g, 6.69 mmol) was dissolved in 5 ml DMF. Potassium carbonate (1.11 g, 8.03 mmol) was added followed by stirring at room temperature for 3 h. The reaction was filtered, concentrated and purified by MPLC to give the title compound. MS m/z 225 (M+1). Step 2. Preparation of (5-Methoxy-2-methyl-4-{2-[1-(4-trif... Starting materials: CCOc1cc(C(C)(C)C)ncc1C1=NC(C)(c2ccc(Cl)cc2)C(C)(c2ccc(Cl)cc2)N1C(=O)Cl, O=C(O)CCC1CCNCC1. The product is CCOc1cc(C(C)(C)C)ncc1C1=NC(C)(c2ccc(Cl)cc2)C(C)(c2ccc(Cl)cc2)N1C(=O)N1CCC(CCC(=O)O)CC1. Reaction SMILES: [C:1]([CH3:2])([CH3:3])([CH3:4])[c:5]1[cH:6][c:7]([O:35][CH2:36][CH3:37])[c:8]([C:11]2=[N:15][C:14]([CH3:16])([c:17]3[cH:18][cH:19][c:20]([Cl:23])[cH:21][cH:22]3)[C:13]([CH3:24])([c:25]3[cH:26][cH:27][c:28]([Cl:31])[cH:29][cH:30]3)[N:12]2[C:32](=[O:33])[Cl:34])[cH:9][n:10]1.[NH:38]1[CH2:39][CH2:40][CH:41]([CH2:44][CH2:45][C:46](=[O:47])[OH:48])[CH2:42][CH2:43]1>>[C:1]([CH3:2])([CH3:3])([CH3:4])[c:5]1[cH:6][c:7]([O:35][CH2:36][CH3:37])[c:8]([C:11]2=[N:15][C:14]([CH3:16])([c:17]3[cH:18][cH:19][c:20]([Cl:23])[cH:21][cH:22]3)[C:13]([CH3:24])([c:25]3[cH:26][cH:27][c:28]([Cl:31])[cH:29][cH:30]3)[N:12]2[C:32](=[O:33])[N:38]2[CH2:39][CH2:40][CH:41]([CH2:44][CH2:45][C:46](=[O:47])[OH:48])[CH2:42][CH2:43]2)[cH:9][n:10]1. The product is CN(C)N=C(CCCC(=O)OCC)C (Ethyl 5-dimethylaminoimino-hexanoate). RXN SMILES: [C:1]([CH2:4][CH2:5][CH2:6][C:7]([O:9][CH2:10][CH3:11])=[O:8])(=O)[CH3:2].[CH3:12][N:13]([CH3:15])[NH2:14].FC(F)(F)C(O)=O>C1(C)C=CC=CC=1>[CH3:12][N:13]([N:14]=[C:1]([CH3:2])[CH2:4][CH2:5][CH2:6][C:7]([O:9][CH2:10][CH3:11])=[O:8])[CH3:15]. Solvent: C1(=CC=CC=C1)C (toluene). Reported procedure: 15.8 g (100 mmol) of ethyl 4-acetyl-butanoate and 6 g (100 mmol) of anhydrous N,N-dimethyl hydrazine in 50 ml of toluene containing 0.1 ml of trifluoroacetic acid were heated at 70° C. for 5 hours. The mixture was then washed 20 with water, dried over anhydrous sodium sulfate and evaporated to give 12.3 g (79% yield) of the title compound. Yield: 61.4%. The reactants are C(C)(=O)CCCC(=O)OCC (ethyl 4-acetyl-butanoate), CN(N)C (N,N-dimethyl hydrazine), FC(C(=O)O)(F)F (trifluoroacetic acid). Starting materials: NC[C@@H](C)O ((R)-1-amino-2-propanol), O=CCC1C(C2=CC(=CC=C2C1)OCC)=O ((RS)-2-(2-oxoethyl)-6-ethoxy-1-indanone), C1(=CC=C(C=C1)S(=O)(=O)O)C (p-toluenesulfonic acid), O (water). The solvent is C1(=CC=CC=C1)C (toluene), C1(=CC=CC=C1)C (toluene). Reaction conditions: time 45 minute. Yields the product C(C)OC1=CC=C2CC3=C(N(C=C3)C[C@@H](C)O)C2=C1 ((R)-1-(7-ethoxy-1,4-dihydro-indeno[1,2-b]pyrrol-1-yl)-propan-2-ol). Isolated yield 54.6%. RXN SMILES: O=[CH:2][CH2:3][CH:4]1[CH2:12][C:11]2[C:6](=[CH:7][C:8]([O:13][CH2:14][CH3:15])=[CH:9][CH:10]=2)[C:5]1=O.C1(C)C=CC(S(O)(=O)=O)=CC=1.O.[NH2:29][CH2:30][C@H:31]([OH:33])[CH3:32]>C1(C)C=CC=CC=1>[CH2:14]([O:13][C:8]1[CH:7]=[C:6]2[C:11]([CH2:12][C:4]3[CH:3]=[CH:2][N:29]([CH2:30][C@H:31]([OH:33])[CH3:32])[C:5]=32)=[CH:10][CH:9]=1)[CH3:15]. Procedure details: A solution of 1.6 g of (RS)-2-(2-oxoethyl)-6-ethoxy-1-indanone and 70 mg of p-toluenesulfonic acid in 70 ml of anhydrous toluene was heated on a water separator. A solution of 2.2 g of (R)-1-amino-2-propanol in 20 ml of anhydrous toluene was added dropwise to the boiling solution over a period of 5 minutes. Subsequently, the mixture was boiled for an additional 45 minutes, during which the solvent was reduced to a volume of 20 ml. The cooled reaction mixture was purified by column chromatography... The reactants are C1CCOC1, CCOc1ccc2[nH]c(=O)n(CCN(C(C)C)C(C)C)c2c1, COc1ccc(S(=O)(=O)Cl)c(OC)c1, [H-], [Na+]. Product: CCOc1ccc2c(c1)n(CCN(C(C)C)C(C)C)c(=O)n2S(=O)(=O)c1ccc(OC)cc1OC. Reaction SMILES: [CH2:39]1[O:40][CH2:41][CH2:42][CH2:43]1.[CH2:3]([CH3:4])[O:5][c:6]1[cH:7][c:8]2[c:9]([nH:10][c:11](=[O:22])[n:12]2[CH2:13][CH2:14][N:15]([CH:16]([CH3:17])[CH3:18])[CH:19]([CH3:20])[CH3:21])[cH:23][cH:24]1.[CH3:25][O:26][c:27]1[c:28]([S:35](=[O:36])(=[O:37])[Cl:38])[cH:29][cH:30][c:31]([O:33][CH3:34])[cH:32]1.[H-:1].[Na+:2]>>[CH2:3]([CH3:4])[O:5][c:6]1[cH:7][c:8]2[c:9]([n:10]([S:35]([c:28]3[c:27]([O:26][CH3:25])[cH:32][c:31]([O:33][CH3:34])[cH:30][cH:29]3)(=[O:36])=[O:37])[c:11](=[O:22])[n:12]2[CH2:13][CH2:14][N:15]([CH:16]([CH3:17])[CH3:18])[CH:19]([CH3:20])[CH3:21])[cH:23][cH:24]1.